This data is from the Open Reaction Database (ORD), a public repository of structured organic reaction records. The task is: describe an organic reaction: reactants, conditions, products, and yield Starting materials: CC=1N2C(SC1)=NC(=C2)CO (3-methyl-6-hydroxymethyl-imidazo-(2,1-b)thiazole), ClC1=CC=C(C(=O)Cl)C=C1 (p-chlorobenzoyl chloride), N1=CC=CC=C1 (pyridine). Run in C(Cl)(Cl)Cl (chloroform), C(Cl)(Cl)Cl (chloroform), C(C)(C)O (isopropanol). Run at time 30 minute. Yields the product Cl.CC=1N2C(SC1)=NC(=C2)COC(C2=CC=C(C=C2)Cl)=O (3-methyl-6-p-chlorobenzoyloxymethyl-imidazo-(2,1-b)thiazole hydrochloride). RXN SMILES: [CH3:1][C:2]1[N:3]2[CH:9]=[C:8]([CH2:10][OH:11])[N:7]=[C:4]2[S:5][CH:6]=1.[Cl:12][C:13]1[CH:21]=[CH:20][C:16]([C:17](Cl)=[O:18])=[CH:15][CH:14]=1.N1C=CC=CC=1>C(Cl)(Cl)Cl.C(O)(C)C>[ClH:12].[CH3:1][C:2]1[N:3]2[CH:9]=[C:8]([CH2:10][O:11][C:17](=[O:18])[C:16]3[CH:20]=[CH:21][C:13]([Cl:12])=[CH:14][CH:15]=3)[N:7]=[C:4]2[S:5][CH:6]=1 |f:5.6|. Reported procedure: A solution of 5 g of 3-methyl-6-hydroxymethyl-imidazo-(2,1-b)thiazole in 100 ml of dry chloroform is dropped at room temperature into a solution of 20 ml of p-chlorobenzoyl chloride and 12 ml of pyridine in 75 ml of dry chloroform. The solution is stirred for 30 minutes at room temperature and filtered. The filtrate is concentrated under vacuum; the residue obtained is dissolved in isopropanol and a stream of dry hydrogen chloride is bubbled into the solution to yield 6 g of 3-methyl-6-p-chlorob... The reactants are BrC=1C=C(C(=C(C1)C)OCCOCC)C (5-bromo-2-(2-ethoxyethoxy)-1,3-dimethylbenzene), B(OC)(OC)OC (trimethyl borate), [Mg] (magnesium), BrC(C)Br (dibromoethane), Cl (hydrochloric acid). The solvent is C1CCOC1 (THF), C1CCOC1 (THF). Run at temperature 55 celsius. The product is C(C)OCCOC1=C(C=C(C=C1C)OB(O)O)C (4-(2-ethoxyethoxy)-3,5-dimethylphenylboric acid). RXN SMILES: [Mg].BrC(Br)C.Br[C:7]1[CH:8]=[C:9]([CH3:20])[C:10]([O:14][CH2:15][CH2:16][O:17][CH2:18][CH3:19])=[C:11]([CH3:13])[CH:12]=1.[B:21]([O:26]C)([O:24]C)[O:22]C.Cl>C1COCC1>[CH2:18]([O:17][CH2:16][CH2:15][O:14][C:10]1[C:9]([CH3:20])=[CH:8][C:7]([O:22][B:21]([OH:26])[OH:24])=[CH:12][C:11]=1[CH3:13])[CH3:19]. Procedure details: A suspension of magnesium (2.36 g) in THF (100 ml) was stirred under a nitrogen atmosphere, and thereto was added dibromoethane (a catalytic amount) and was subsequently added dropwise a solution of 5-bromo-2-(2-ethoxyethoxy)-1,3-dimethylbenzene (24.1 g) in anhydrous THF (100 ml). The resulting mixture was heated at 55° C. for 2.5 hours and was then cooled to −78° C., and thereto was added dropwise trimethyl borate (19.8 ml). The reaction mixture was brought back to the room temperature and was ...